Dataset: the Open Reaction Database (ORD), a public repository of structured organic reaction records. Task: describe an organic reaction: reactants, conditions, products, and yield Reactants: C(C1=CC=CC=C1)SC1=NN2C(=NC=C(C2=O)OC)S1 (2-benzylthio-6-methoxy-5H-1,3,4-thiadiazolo[3,2-a]pyrimidin-5-one), OOS(=O)[O-].[K+] (OXONE), O (water). The solvent is CO (methanol), CO (methanol). Run at time 50 minute. The product is C(C1=CC=CC=C1)S(=O)(=O)C1=NN2C(=NC=C(C2=O)OC)S1 (2-benzylsulfonyl-6-methoxy-5H-1,3,4-thiadiazolo[3,2-a]pyrimidin-5-one). Yield: 50.0%. As a reaction SMILES: [CH2:1]([S:8][C:9]1[S:20][C:12]2=[N:13][CH:14]=[C:15]([O:18][CH3:19])[C:16](=[O:17])[N:11]2[N:10]=1)[C:2]1[CH:7]=[CH:6][CH:5]=[CH:4][CH:3]=1.[OH:21]OS([O-])=O.[K+].[OH2:27]>CO>[CH2:1]([S:8]([C:9]1[S:20][C:12]2=[N:13][CH:14]=[C:15]([O:18][CH3:19])[C:16](=[O:17])[N:11]2[N:10]=1)(=[O:21])=[O:27])[C:2]1[CH:3]=[CH:4][CH:5]=[CH:6][CH:7]=1 |f:1.2|. Procedure details: In 155 ml of methanol, 5.1 g of 2-benzylthio-6-methoxy-5H-1,3,4-thiadiazolo[3,2-a]pyrimidin-5-one was dissolved. A suspension of 46.2 g of OXONE® in 160 ml of water was added to the methanol solution, and the mixture was stirred at 60°-65° C. for 50 minutes. After cooling, the mixture was extracted with chloroform, and the organic layer was washed with an aqueous sodium thiosulfate solution, an aqueous sodium hydrogen carbonate solution and water. After the organic phase was dried over anhydrous... Reactants: Cl.ClC1=C(C=CC=C1)N(C1CCNCC1)C ((2-chloro-phenyl)-methyl-piperidin-4-yl-amine hydrochloride), C1(=CC=C(C=C1)C(=O)NCC(=O)O)C1=CC=CC=C1 ([(biphenyl-4-carbonyl)-amino]-acetic acid), CCN(C(C)C)C(C)C (DIPEA), C=1C=CC2=C(C1)N=NN2O (HOBt), CCN=C=NCCCN(C)C.Cl (EDCI.HCl). Solvent: CN(C)C=O (DMF), O (water). Conditions: time 8 hour. The product is ClC1=C(C=CC=C1)N(C1CCN(CC1)C(CNC(=O)C1=CC=C(C=C1)C1=CC=CC=C1)=O)C (biphenyl-4-carboxylic acid (2-{4-[(2-chloro-phenyl)-methyl-amino]-piperidin-1-yl}-2-oxo-ethyl)-amide). Yield: 26.4%. Reaction SMILES: [C:1]1([C:14]2[CH:19]=[CH:18][CH:17]=[CH:16][CH:15]=2)[CH:6]=[CH:5][C:4]([C:7]([NH:9][CH2:10][C:11]([OH:13])=O)=[O:8])=[CH:3][CH:2]=1.CCN(C(C)C)C(C)C.C1C=CC2N(O)N=NC=2C=1.CCN=C=NCCCN(C)C.Cl.Cl.[Cl:52][C:53]1[CH:58]=[CH:57][CH:56]=[CH:55][C:54]=1[N:59]([CH3:66])[CH:60]1[CH2:65][CH2:64][NH:63][CH2:62][CH2:61]1>CN(C=O)C.O>[Cl:52][C:53]1[CH:58]=[CH:57][CH:56]=[CH:55][C:54]=1[N:59]([CH3:66])[CH:60]1[CH2:65][CH2:64][N:63]([C:11](=[O:13])[CH2:10][NH:9][C:7]([C:4]2[CH:3]=[CH:2][C:1]([C:14]3[CH:19]=[CH:18][CH:17]=[CH:16][CH:15]=3)=[CH:6][CH:5]=2)=[O:8])[CH2:62][CH2:61]1 |f:3.4,5.6|. Procedure details: To a stirred solution of [(biphenyl-4-carbonyl)-amino]-acetic acid (0.0659 g, 0.00025 mol) in DMF (1 mL), was added DIPEA (0.0911 g, 0.0007 mol), HOBt (0.0318 g, 0.00023 mol) and EDCI.HCl (0.054 g, 0.00028 mol) at ambient temperature. After 2 minutes (2-chloro-phenyl)-methyl-piperidin-4-yl-amine hydrochloride (0.07 g, 0.00023 mol) was added and the resulting mixture was stirred at the same temperature overnight. The reaction mixture was diluted with cold water and the product was extracted with ...